This data is from the Open Reaction Database (ORD), a public repository of structured organic reaction records. The task is: describe an organic reaction: reactants, conditions, products, and yield The reactants are C(C1=CC=CC=C1)OC[C@H](COS(=O)(=O)C)OCP(=O)(OC(C)C)OC(C)C ((R)-3-O-benzyl-2-O-[(diisopropylphosphono)methyl]-1-O-(methanesulfonyl)glycerol), [I-].[Na+] (sodium iodide). Solvent: CC(=O)C (acetone). Yields the product C(C1=CC=CC=C1)OC[C@@H](CI)OCP(=O)(OC(C)C)OC(C)C ((S)-1-(Benzyloxy)-2-[(diisopropylphosphono)methoxy]-3-iodopropane). Isolated yield 88.7%. Reaction SMILES: [CH2:1]([O:8][CH2:9][C@@H:10]([O:17][CH2:18][P:19]([O:25][CH:26]([CH3:28])[CH3:27])([O:21][CH:22]([CH3:24])[CH3:23])=[O:20])[CH2:11]OS(C)(=O)=O)[C:2]1[CH:7]=[CH:6][CH:5]=[CH:4][CH:3]=1.[I-:29].[Na+]>CC(C)=O>[CH2:1]([O:8][CH2:9][C@H:10]([O:17][CH2:18][P:19]([O:25][CH:26]([CH3:28])[CH3:27])([O:21][CH:22]([CH3:24])[CH3:23])=[O:20])[CH2:11][I:29])[C:2]1[CH:7]=[CH:6][CH:5]=[CH:4][CH:3]=1 |f:1.2|. Procedure details: A mixture of (R)-3-O-benzyl-2-O-[(diisopropylphosphono)methyl]-1-O-(methanesulfonyl)glycerol (10.0 g, 22.8 mmol) and sodium iodide (5.15 g, 34.4 mmol) in 70 mL of acetone was heated at reflux for 14 hours. The mixture was concentrated to about 30 mL volume, and insoluble material was removed by filtration. The filtrate was concentrated in vacuo, and the residue was purified by flash chromatography on silica gel (methylene chloride:acetone=1:0 to 5:1) to give 9.51 g (89%) of the title compound as... Starting materials: ClC1=C(C(=NC=C1)N)[N+](=O)[O-] (4-chloro-3-nitro-2-pyridinamine), C(C1=CC=CC=C1)N1C[C@@H]([C@@H](CC1)C)NC ((3R,4R)-1-benzyl-N,4-dimethyl-3-piperidinamine), C(C)(C)N(C(C)C)CC (N,N-diisopropylethylamine). The solvent is CC(C)O (2-propanol). Yields the product C(C1=CC=CC=C1)N1C[C@@H]([C@@H](CC1)C)N(C1=C(C(=NC=C1)N)[N+](=O)[O-])C (N4-[(3R,4R)-1-benzyl-4-methyl-3-piperidinyl]-N4-methyl-3-nitro-2,4-pyridinediamine). Isolated yield 89.8%. RXN SMILES: Cl[C:2]1[CH:7]=[CH:6][N:5]=[C:4]([NH2:8])[C:3]=1[N+:9]([O-:11])=[O:10].[CH2:12]([N:19]1[CH2:24][CH2:23][C@@H:22]([CH3:25])[C@@H:21]([NH:26][CH3:27])[CH2:20]1)[C:13]1[CH:18]=[CH:17][CH:16]=[CH:15][CH:14]=1.C(N(CC)C(C)C)(C)C>CC(O)C>[CH2:12]([N:19]1[CH2:24][CH2:23][C@@H:22]([CH3:25])[C@@H:21]([N:26]([CH3:27])[C:2]2[CH:7]=[CH:6][N:5]=[C:4]([NH2:8])[C:3]=2[N+:9]([O-:11])=[O:10])[CH2:20]1)[C:13]1[CH:14]=[CH:15][CH:16]=[CH:17][CH:18]=1. Procedure details: In a microwave reaction vessel 4-chloro-3-nitro-2-pyridinamine (125 mg) and (3R,4R)-1-benzyl-N,4-dimethyl-3-piperidinamine (314 mg) were suspended in 2-propanol (6.25 mL). To the mixture was added N,N-diisopropylethylamine (0.63 mL). The vessel was sealed and reacted in the microwave reactor at 135° C. for 2 hours. The reaction mixture was concentrated under reduced pressure. The residue was purified by column chromatography on silica gel with chloroform and methanol (100:0 to 90:10) to give N4-...